Dataset: the Open Reaction Database (ORD), a public repository of structured organic reaction records. Task: describe an organic reaction: reactants, conditions, products, and yield Reactants: COC=1C=C2C(=NC=NC2=CC1OC)OC1=CC=C(N)C=C1 (4-[(6,7-Dimethoxy-4-quinazolinyl)oxy]aniline), S(=O)(Cl)Cl (thionyl chloride), CC1=NC=C(C(=O)O)C=C1 (6-methylnicotinic acid), CC1=CC=C(C=N1)C(=O)N=C=S (6-methyl-3-pyridinecarbonyl isothiocyanate), CC1=CC=C(C=N1)C(=O)Cl (6-methyl-3-pyridinecarbonyl chloride). Solvent: C1(=CC=CC=C1)C (toluene), C(C)O (ethanol), C1(=CC=CC=C1)C (Toluene), C(C)O (ethanol). Conditions: temperature 100 celsius, time 2 hour. Product: COC=1C=C2C(=NC=NC2=CC1OC)OC1=CC=C(C=C1)NC(=S)NC(=O)C=1C=NC(=CC1)C (N-{4-[(6,7-Dimethoxy-4-quinazolinyl)oxy]phenyl}-N′-[(6-methyl-3-pyridyl)carbonyl]thiourea). Isolated yield 89.0%. Reaction SMILES: S(Cl)(Cl)=O.CC1C=CC(C(O)=O)=CN=1.CC1N=CC(C(Cl)=O)=CC=1.[CH3:25][O:26][C:27]1[CH:28]=[C:29]2[C:34](=[CH:35][C:36]=1[O:37][CH3:38])[N:33]=[CH:32][N:31]=[C:30]2[O:39][C:40]1[CH:46]=[CH:45][C:43]([NH2:44])=[CH:42][CH:41]=1.[CH3:47][C:48]1[N:53]=[CH:52][C:51]([C:54]([N:56]=[C:57]=[S:58])=[O:55])=[CH:50][CH:49]=1>C1(C)C=CC=CC=1.C(O)C>[CH3:25][O:26][C:27]1[CH:28]=[C:29]2[C:34](=[CH:35][C:36]=1[O:37][CH3:38])[N:33]=[CH:32][N:31]=[C:30]2[O:39][C:40]1[CH:46]=[CH:45][C:43]([NH:44][C:57]([NH:56][C:54]([C:51]2[CH:52]=[N:53][C:48]([CH3:47])=[CH:49][CH:50]=2)=[O:55])=[S:58])=[CH:42][CH:41]=1. Procedure details: Toluene (20 ml) and thionyl chloride (1 ml) were added to commercially available 6-methylnicotinic acid (80 mg), and the mixture was heated at 100° C. for one hr. The solvent was removed by distillation, and 6-methyl-3-pyridinecarbonyl isothiocyanate was prepared using the resultant 6-methyl-3-pyridinecarbonyl chloride as a starting compound according to the description of the literature. 4-[(6,7-Dimethoxy-4-quinazolinyl)oxy]aniline (50 mg) was dissolved in toluene (5 ml) and ethanol (1 ml) to p... Reactants: COC([C@H](CC(C)C)N(C)CC=1C(OC2=CC=CC(=C2C1)Cl)C=O)=O ((S)-2-[(5-chloro-2-formyl-2H-chromen-3-ylmethyl)-methyl-amino]-4-methyl-pentanoic acid methyl ester), O.[OH-].[Li+] (lithium hydroxide monohydrate), mixture. The solvent is O1CCCC1.O (tetrahydrofuran water). Product: ClC1=C2CC(=C(OC2=CC=C1)C=O)CN([C@H](C(=O)O)CC(C)C)C ((S)-2-[(5-chloro-2-formyl-4H-chromen-3-ylmethyl)-methyl-amino]-4-methyl-pentanoic acid). Yield: 88.6%. As a reaction SMILES: C[O:2][C:3](=[O:25])[C@@H:4]([N:9]([CH2:11][C:12]1[CH:13]([CH:23]=[O:24])[O:14][C:15]2[C:20]([CH:21]=1)=[C:19]([Cl:22])[CH:18]=[CH:17][CH:16]=2)[CH3:10])[CH2:5][CH:6]([CH3:8])[CH3:7].O.[OH-].[Li+]>O1CCCC1.O>[Cl:22][C:19]1[CH:18]=[CH:17][CH:16]=[C:15]2[C:20]=1[CH2:21][C:12]([CH2:11][N:9]([CH3:10])[C@@H:4]([CH2:5][CH:6]([CH3:7])[CH3:8])[C:3]([OH:25])=[O:2])=[C:13]([CH:23]=[O:24])[O:14]2 |f:1.2.3,4.5|. Reported procedure: A solution of (S)-2-[(5-chloro-2-formyl-2H-chromen-3-ylmethyl)-methyl-amino]-4-methyl-pentanoic acid methyl ester (2.0 g, 5.71 mmol) and lithium hydroxide monohydrate (0.312 g, 7.40 mmol) was stirred at 25° C. for 2 hours in tetrahydrofuran-water (3:1) mixture (90 mL). The reaction mixture was concentrated in vacuo to remove tetrahydrofuran, and the residue was acidified with 2N hydrochloric acid, and diluted with water. The resulting solution was extracted with ethyl acetate (3×). The combined ... Reactants: ice water, [Na] (sodium), COC1=C(C(=N)N)C=CC(=C1)OC (2,4-dimethoxybenzamidine), C(C)OC=C(C(=O)OCC)C(=O)OCC (diethyl ethoxymethylenemalonate), ice water, Cl (hydrochloric acid). The solvent is C(C)O (ethanol), C(C)O (ethanol). Yields the product O=C1C(=CN=C(N1)C1=C(C=C(C=C1)OC)OC)C(=O)OCC (ethyl 1,6-dihydro-6-oxo-2-(2,4-dimethoxyphenyl)pyrimidine-5 -carboxylate). The yield is 76.2%. RXN SMILES: C(O[CH:4]=[C:5]([C:11]([O:13]CC)=O)[C:6]([O:8][CH2:9][CH3:10])=[O:7])C.[CH3:16][O:17][C:18]1[CH:26]=[C:25]([O:27][CH3:28])[CH:24]=[CH:23][C:19]=1[C:20]([NH2:22])=[NH:21].[Na].Cl>C(O)C>[O:13]=[C:11]1[NH:22][C:20]([C:19]2[CH:23]=[CH:24][C:25]([O:27][CH3:28])=[CH:26][C:18]=2[O:17][CH3:16])=[N:21][CH:4]=[C:5]1[C:6]([O:8][CH2:9][CH3:10])=[O:7] |^1:28|. Procedure: A solution of diethyl ethoxymethylenemalonate (8.4 g., 0.0388 mole) in ethanol (20 ml.) was added dropwise to a cooled (ice-water) stirred mixture of 2,4-dimethoxybenzamidine (7.0 g., 0.0388 mole) in ethanol (50 ml.) containing sodium (0.89 g., 0.0388 g-atom). The mixture was heated under reflux for two hours. The cooled mixture was poured into ice-water and acidified with dilute hydrochloric acid. The precipitate was recrystallized from 95% ethanol to give ethyl 1,6-dihydro-6-oxo-2-(2,4-dimetho... Reactants: Cl (hydrochloric acid), [OH-].[Na+] (sodium hydroxide), O1C(CCCC1)O[C@@H]1C[C@H](N(C1)C(=O)OCC1=CC=CC=C1)C(=O)OCC (1-benzyl 2-ethyl (2S,4R)-4-(tetrahydro-2H-pyran-2-yloxy)-1,2-pyrrolidinedicarboxylate), C1(=CC=CC=C1)P(=O)(C1=CC=CC=C1)N=[N+]=[N-] (diphenylphosphoryl azide), Cl.CNOC (N,O-dimethylhydroxylamine hydrochloride). Run in O (water), C(C)(=O)OCC (Ethyl acetate), CN(C=O)C (N,N-dimethylformamide), C(C)O (ethanol), C(C)N(CC)CC (triethylamine). Conditions: time 1.5 hour. The product is CON(C(=O)[C@H]1N(C[C@@H](C1)OC1OCCCC1)C(=O)OCC1=CC=CC=C1)C (benzyl (2S,4R)-2-{[methoxy(methyl)amino]carbonyl}-4-(tetrahydro-2H-pyran-2-yloxy)-1-pyrrolidinecarboxylate). The yield is 28.4%. Reaction SMILES: [O:1]1[CH2:6][CH2:5][CH2:4][CH2:3][CH:2]1[O:7][C@H:8]1[CH2:12][N:11]([C:13]([O:15][CH2:16][C:17]2[CH:22]=[CH:21][CH:20]=[CH:19][CH:18]=2)=[O:14])[C@H:10]([C:23]([O:25]CC)=O)[CH2:9]1.[OH-].[Na+].C1(P(N=[N+]=[N-])(C2C=CC=CC=2)=O)C=CC=CC=1.Cl.[CH3:48][NH:49][O:50][CH3:51].Cl>C(O)C.CN(C)C=O.O.C(OCC)(=O)C.C(N(CC)CC)C>[CH3:51][O:50][N:49]([CH3:48])[C:23]([C@@H:10]1[CH2:9][C@@H:8]([O:7][CH:2]2[CH2:3][CH2:4][CH2:5][CH2:6][O:1]2)[CH2:12][N:11]1[C:13]([O:15][CH2:16][C:17]1[CH:18]=[CH:19][CH:20]=[CH:21][CH:22]=1)=[O:14])=[O:25] |f:1.2,4.5|. Procedure details: In 127 ml of ethanol is dissolved 12.7 g of 1-benzyl 2-ethyl (2S,4R)-4-(tetrahydro-2H-pyran-2-yloxy)-1,2-pyrrolidinedicarboxylate. After adding 37.0 ml of 1 mol/L sodium hydroxide solution at 5-10° C., the mixture thus obtained is stirred at ambient temperature for 1.5 hours. The solvent is distilled off from the reaction mixture under reduce pressure, the residue thus obtained is dissolved in 90 ml of N,N-dimethylformamide, 10.9 ml of diphenylphosphoryl azide, 14.1 ml of triethylamine and 3.94 ... Starting materials: BrCC=1C(=C(C=C(C1)F)N1C(COCC1)=O)F (4-(3-(bromomethyl)-2,5-difluorophenyl)morpholin-3-one), CN1N=CC(=C1)NC1=NC=C2C(=N1)NN=C2 (N-(1-methyl-1H-pyrazol-4-yl)-1H-pyrazolo[3,4-d]pyrimidin-6-amine). Product: FC1=C(C=C(C=C1CN1N=CC=2C1=NC(=NC2)NC=2C=NN(C2)C)F)N2C(COCC2)=O (4-(2,5-Difluoro-3-((6-((1-methyl-1H-pyrazol-4-yl)amino)-1H-pyrazolo[3,4-d]pyrimidin-1-yl)methyl)phenyl)morpholin-3-one). RXN SMILES: Br[CH2:2][C:3]1[C:4]([F:17])=[C:5]([N:10]2[CH2:15][CH2:14][O:13][CH2:12][C:11]2=[O:16])[CH:6]=[C:7]([F:9])[CH:8]=1.[CH3:18][N:19]1[CH:23]=[C:22]([NH:24][C:25]2[N:30]=[C:29]3[NH:31][N:32]=[CH:33][C:28]3=[CH:27][N:26]=2)[CH:21]=[N:20]1>>[F:17][C:4]1[C:3]([CH2:2][N:31]2[C:29]3=[N:30][C:25]([NH:24][C:22]4[CH:21]=[N:20][N:19]([CH3:18])[CH:23]=4)=[N:26][CH:27]=[C:28]3[CH:33]=[N:32]2)=[CH:8][C:7]([F:9])=[CH:6][C:5]=1[N:10]1[CH2:15][CH2:14][O:13][CH2:12][C:11]1=[O:16]. Reported procedure: The title compound was prepared as in Procedure D (Step ii) using 4-(3-(bromomethyl)-2,5-difluorophenyl)morpholin-3-one and N-(1-methyl-1H-pyrazol-4-yl)-1H-pyrazolo[3,4-d]pyrimidin-6-amine. 1H NMR (d6-DMSO) δ 9.90 (s, 1H), 8.93 (s, 1H), 8.13-8.05 (m, 2H), 7.56 (s, 1H), 7.48-7.42 (m, 1H), 7.14 (s, 1H), 5.63 (s, 2H), 4.23 (s, 2H), 3.99-3.93 (m, 2H), 3.83 (s, 3H), 3.70-3.63 (m, 2H); LC-MS method B, (ES+) 441, RT=6.82 min. The reactants are C(CCC)[Li] (n-Butyllithium), C(C)OC(=O)C1(CC1)C1=CC=C(C=C1)C1=CC=C(C=C1)C1=C(C(=NO1)C)C=O (1-[4′-(4-Formyl-3-methyl-isoxazol-5-yl)-biphenyl-4-yl]-cyclopropanecarboxylic acid ethyl ester), [I-].C[S+](=O)(C)C (Trimethyl sulfoxonium iodide). The solvent is CS(=O)C (DMSO), CS(=O)C (DMSO). Reaction conditions: time 5 minute. Yields the product C(C)OC(=O)C1(CC1)C1=CC=C(C=C1)C1=CC=C(C=C1)C1=C(C(=NO1)C)C1OC1 (1-[4′-(3-Methyl-4-oxiranyl-isoxazol-5-yl)-biphenyl-4-yl]-cyclopropanecarboxylic acid ethyl ester). Reaction SMILES: [CH2:1]([Li])CCC.[I-].C[S+](C)(C)=O.[CH2:12]([O:14][C:15]([C:17]1([C:20]2[CH:25]=[CH:24][C:23]([C:26]3[CH:31]=[CH:30][C:29]([C:32]4[O:36][N:35]=[C:34]([CH3:37])[C:33]=4[CH:38]=[O:39])=[CH:28][CH:27]=3)=[CH:22][CH:21]=2)[CH2:19][CH2:18]1)=[O:16])[CH3:13]>CS(C)=O>[CH2:12]([O:14][C:15]([C:17]1([C:20]2[CH:21]=[CH:22][C:23]([C:26]3[CH:31]=[CH:30][C:29]([C:32]4[O:36][N:35]=[C:34]([CH3:37])[C:33]=4[CH:38]4[CH2:1][O:39]4)=[CH:28][CH:27]=3)=[CH:24][CH:25]=2)[CH2:19][CH2:18]1)=[O:16])[CH3:13] |f:1.2|. Procedure: n-Butyllithium (1.6M in hexanes, 2.30 mL, 3.69 mmol) was placed in a flask along with DMSO (8 mL) and the solution was placed under N2 atmosphere. Trimethyl sulfoxonium iodide (0.963 g, 4.29 mmol) was added and stirred for 5 minutes. 1-[4′-(4-Formyl-3-methyl-isoxazol-5-yl)-biphenyl-4-yl]-cyclopropanecarboxylic acid ethyl ester (0.46 g, 1.23 mmol) in DMSO (8 mL) was then added and the reaction was stirred. After 40 minutes the reaction was quenched with ice then submitted to standard aqueous work... Reactants: N([C@@H](CC(OCC1=CC=CC=C1)=O)C(=O)N[C@@H]([C@H](OCC1=CC=CC=C1)C)C(=O)N[C@@H](CC(OCC1=CC=CC=C1)=O)C(=O)N1[C@H](C(=O)N[C@@H](CCCNC(N[N+](=O)[O-])=N)C(=O)OCC2=CC=CC=C2)CCC1)C(=O)OC(C)(C)C (BOC-Asp(OBzl)-Thr(Bzl)-Asp(OBzl)-Pro-Arg(NO2)-OBzl), [H][H] (hydrogen). The reagents and catalysts are [Pd] (Palladium). Solvent: C(C)(=O)O (acetic acid), O (water), CO (methanol). Run at time 30 hour. Yields the product N([C@@H](CC(O)=O)C(=O)N[C@@H]([C@H](O)C)C(=O)N[C@@H](CC(O)=O)C(=O)N1[C@H](C(=O)N[C@@H](CCCNC(N)=N)C(=O)O)CCC1)C(=O)OC(C)(C)C (BOC-Asp-Thr-Asp-Pro-Arg). Isolated yield 40.0%. As a reaction SMILES: [NH:1]([C:74]([O:76][C:77]([CH3:80])([CH3:79])[CH3:78])=[O:75])[C@H:2]([C:14]([NH:16][C@H:17]([C:28]([NH:30][C@H:31]([C:43]([N:45]1[CH2:73][CH2:72][CH2:71][C@H:46]1[C:47]([NH:49][C@H:50]([C:61]([O:63]CC1C=CC=CC=1)=[O:62])[CH2:51][CH2:52][CH2:53][NH:54][C:55](=[NH:60])[NH:56][N+]([O-])=O)=[O:48])=[O:44])[CH2:32][C:33](=[O:42])[O:34]CC1C=CC=CC=1)=[O:29])[C@@H:18]([CH3:27])[O:19]CC1C=CC=CC=1)=[O:15])[CH2:3][C:4](=[O:13])[O:5]CC1C=CC=CC=1.[H][H]>C(O)(=O)C.O.CO.[Pd]>[NH:1]([C:74]([O:76][C:77]([CH3:78])([CH3:80])[CH3:79])=[O:75])[C@H:2]([C:14]([NH:16][C@H:17]([C:28]([NH:30][C@H:31]([C:43]([N:45]1[CH2:73][CH2:72][CH2:71][C@H:46]1[C:47]([NH:49][C@H:50]([C:61]([OH:63])=[O:62])[CH2:51][CH2:52][CH2:53][NH:54][C:55](=[NH:56])[NH2:60])=[O:48])=[O:44])[CH2:32][C:33](=[O:34])[OH:42])=[O:29])[C@@H:18]([CH3:27])[OH:19])=[O:15])[CH2:3][C:4](=[O:5])[OH:13]. Procedure: BOC-Asp(OBzl)-Thr(Bzl)-Asp(OBzl)-Pro-Arg(NO2)-OBzl, was dissolved in a mixture of acetic acid (500 ml), water (500 ml), and methanol (3-5 liters). Palladium 10% on activated carbon (100-200 g) was added to the solution and hydrogen gas passed through the mixture for 20-40 hours. The catalyst was removed by filtration and the filtrate evaporated to dryness. The residue was triturated with ether (3-4 liters), and the resulting solid filtered to produce BOC-Asp-Thr-Asp-Pro-Arg. The yield was about ... Reactants: C1(=CN2CCCC3=CC=CC1=C23)CC(=O)N (2-(5,6-dihydro-4H-pyrrolo[3,2,1-ij]quinolin-1-yl)acetamide), COC(C(=O)C1=CN(C2=CC=CC=C12)CCCCO)=O (1-(4-hydroxybutyl)indole-3-glyoxylic acid methyl ester). Yields the product C1(=CN2CCCC3=CC=CC1=C23)C=2C(NC(C2C2=CN(C3=CC=CC=C23)CCCCO)=O)=O (3-(5,6-dihydro-4H-pyrrolo[3,2,1-ij]quinolin-1-yl)-4-[1-(4-hydroxybutyl)-1H-indol-3-yl]pyrrole-2,5-dione). RXN SMILES: [C:1]1([CH2:13][C:14]([NH2:16])=[O:15])[C:11]2=[C:12]3[C:7](=[CH:8][CH:9]=[CH:10]2)[CH2:6][CH2:5][CH2:4][N:3]3[CH:2]=1.C[O:18][C:19](=O)[C:20]([C:22]1[C:30]2[C:25](=[CH:26][CH:27]=[CH:28][CH:29]=2)[N:24]([CH2:31][CH2:32][CH2:33][CH2:34][OH:35])[CH:23]=1)=O>>[C:1]1([C:13]2[C:14](=[O:15])[NH:16][C:19](=[O:18])[C:20]=2[C:22]2[C:30]3[C:25](=[CH:26][CH:27]=[CH:28][CH:29]=3)[N:24]([CH2:31][CH2:32][CH2:33][CH2:34][OH:35])[CH:23]=2)[C:11]2=[C:12]3[C:7](=[CH:8][CH:9]=[CH:10]2)[CH2:6][CH2:5][CH2:4][N:3]3[CH:2]=1. Procedure: Beginning with 2-(5,6-dihydro-4H-pyrrolo[3,2,1-ij]quinolin-1-yl)acetamide and 1-(4-hydroxybutyl)indole-3-glyoxylic acid methyl ester, the title compound was prepared essentially as described in Example 1.